This data is from the Open Reaction Database (ORD), a public repository of structured organic reaction records. The task is: describe an organic reaction: reactants, conditions, products, and yield Reactants: C1(CC1)COC1CCC(CC1)C(=O)OCC (Ethyl 4-[(cyclopropylmethyl)oxy]cyclohexanecarboxylate), C1(CC1)CO[C@@H]1CC[C@H](CC1)C(=O)O (trans 4-[(cyclopropylmethyl)oxy]cyclohexanecarboxylic acid), CO (methanol), [OH-].[Na+] (Sodium hydroxide). Run in C1CCOC1 (THF). Product: C1(CC1)COC1CCC(CC1)C(=O)O (4-[(Cyclopropylmethyl)oxy]cyclohexanecarboxylic acid). RXN SMILES: [CH:1]1([CH2:4][O:5][CH:6]2[CH2:11][CH2:10][CH:9]([C:12]([O:14]CC)=[O:13])[CH2:8][CH2:7]2)[CH2:3][CH2:2]1.CO.[OH-].[Na+].C1(CO[C@H]2CC[C@H](C(O)=O)CC2)CC1>C1COCC1>[CH:1]1([CH2:4][O:5][CH:6]2[CH2:11][CH2:10][CH:9]([C:12]([OH:14])=[O:13])[CH2:8][CH2:7]2)[CH2:2][CH2:3]1 |f:2.3|. Procedure: Ethyl 4-[(cyclopropylmethyl)oxy]cyclohexanecarboxylate (D42, 20.8 g, 45.8 mmol) was taken up in THF (50 mL)/methanol (50 mL). Sodium hydroxide (20 mL, 250 mmol, concentrated) was added to the solution which was left to stir o/n. The THF/methanol was evaporated and the crude residue washed with Et2O. The aqueous layer was acidified with 5 M HCl and extracted with EtOAc (2×). The EtOAc organics were combined, dried (Na2SO4) and the solvent evaporated to give a mixture of cis and trans 4-[(cyclopro... Reactants: CCN1CC(=O)NC1=NC(=O)Nc1cccs1, CN1CC(=O)NC1=NC(=O)Nc1coc(C(F)(F)F)c1, CC(C)N1CC(=O)NC1=NC(=O)Nc1ccsc1, CN1CC(=O)NC1=NC(=O)Nc1cc(Cl)co1, CCCN1CC(=O)NC1=NC(=O)Nc1cc(C(F)(F)C(F)(F)F)co1, O=C=Nc1ccco1. The product is CN1CC(=O)NC1=NC(=O)Nc1ccoc1. RXN SMILES: [CH2:19]([N:20]1[CH2:21][C:22](=[O:23])[NH:24][C:25]1=[N:26][C:27]([NH:28][c:29]1[s:30][cH:31][cH:32][cH:33]1)=[O:34])[CH3:35].[CH3:53][N:54]1[C:55](=[N:60][C:61](=[O:62])[NH:63][c:64]2[cH:65][c:66]([C:69]([F:70])([F:71])[F:72])[o:67][cH:68]2)[NH:56][C:57](=[O:59])[CH2:58]1.[CH:1]([N:2]1[CH2:3][C:4](=[O:5])[NH:6][C:7]1=[N:8][C:9]([NH:10][c:11]1[cH:12][cH:13][s:14][cH:15]1)=[O:16])([CH3:17])[CH3:18].[Cl:36][c:37]1[cH:38][c:39]([NH:40][C:41]([N:42]=[C:43]2[NH:44][C:45](=[O:46])[CH2:47][N:48]2[CH3:49])=[O:50])[o:51][cH:52]1.[F:73][C:74]([F:75])([c:76]1[cH:77][c:78]([NH:79][C:80]([N:81]=[C:82]2[NH:83][C:84](=[O:85])[CH2:86][N:87]2[CH2:88][CH2:89][CH3:90])=[O:91])[o:92][cH:93]1)[C:94]([F:95])([F:96])[F:97].[o:98]1[cH:99][cH:100][cH:101][c:102]1[N:103]=[C:104]=[O:105]>>[CH3:53][N:54]1[C:55](=[N:60][C:61](=[O:62])[NH:63][c:64]2[cH:65][cH:66][o:67][cH:68]2)[NH:56][C:57](=[O:59])[CH2:58]1. As a reaction SMILES: [CH2:1]([N:8]([CH2:12][C:13]1[CH:14]=[C:15]([CH:33]=[CH:34][C:35]=1[OH:36])[O:16][C:17]1[C:22]([CH3:23])=[CH:21][C:20]([NH:24][C:25](=[O:31])[C:26]([O:28]CC)=[O:27])=[CH:19][C:18]=1[CH3:32])[CH:9]([CH3:11])[CH3:10])[C:2]1[CH:7]=[CH:6][CH:5]=[CH:4][CH:3]=1.[OH-].[Na+]>O1CCOCC1.O>[CH2:1]([N:8]([CH2:12][C:13]1[CH:14]=[C:15]([CH:33]=[CH:34][C:35]=1[OH:36])[O:16][C:17]1[C:22]([CH3:23])=[CH:21][C:20]([NH:24][C:25](=[O:31])[C:26]([OH:28])=[O:27])=[CH:19][C:18]=1[CH3:32])[CH:9]([CH3:11])[CH3:10])[C:2]1[CH:7]=[CH:6][CH:5]=[CH:4][CH:3]=1 |f:1.2,3.4|. The reactants are C(C1=CC=CC=C1)N(C(C)C)CC=1C=C(OC2=C(C=C(C=C2C)NC(C(=O)OCC)=O)C)C=CC1O (Ethyl {[4-(3-{[benzyl(isopropyl)amino]methyl}-4-hydroxyphenoxy)-3,5-dimethylphenyl]amino}(oxo)acetate), [OH-].[Na+] (NaOH). The product is C(C1=CC=CC=C1)N(C(C)C)CC=1C=C(OC2=C(C=C(C=C2C)NC(C(=O)O)=O)C)C=CC1O ({[4-(3-{[Benzyl(isopropyl)amino]methyl}-4-hydroxyphenoxy)-3,5-dimethylphenyl]amino}(oxo)acetic acid). Run in O1CCOCC1.O (dioxane water). Run at time 1 hour. Reported procedure: Ethyl {[4-(3-{[benzyl(isopropyl)amino]methyl}-4-hydroxyphenoxy)-3,5-dimethylphenyl]amino}(oxo)acetate (50 mg, 0,10 mmol) and NaOH (40 mg, 1.02 mmol) are dissolved in dioxane/water (0.5 1, 1:1 v/v) and stirred at room temperature for 1 h. The reaction mixture is partitioned between ethyl acetate and potassium dihydrogen phosphate/disodium hydrogen phosphate buffer solution (pH 7), and the organic phase is salted out with NaCl, filtered and evaporated. The resulting crude product is purified by pr... The reactants are Cl (hyrochloric acid), C(C)N1C2=CC=CC=C2C=2C=CC=CC12 (N-ethylcarbazole), C1(C=2C(C(=O)O1)=CC=CC2)=O (phthalic anhydride), [Cl-].[Al+3].[Cl-].[Cl-] (aluminum chloride). The solvent is ClC1=CC=CC=C1 (chlorobenzene). Product: C(C)N1C2=CC=CC=C2C=2C=C(C=CC12)C(=O)C1=C(C(=O)O)C=CC=C1 (2-[(9-ethyl-3-carbazolyl)carbonyl]benzoic acid). RXN SMILES: [CH2:1]([N:3]1[C:15]2[CH:14]=[CH:13][CH:12]=[CH:11][C:10]=2[C:9]2[C:4]1=[CH:5][CH:6]=[CH:7][CH:8]=2)[CH3:2].[C:16]1(=[O:26])[O:21][C:19](=[O:20])[C:18]2=[CH:22][CH:23]=[CH:24][CH:25]=[C:17]12.[Cl-].[Al+3].[Cl-].[Cl-].Cl>ClC1C=CC=CC=1>[CH2:1]([N:3]1[C:15]2[CH:14]=[CH:13][C:12]([C:16]([C:17]3[CH:25]=[CH:24][CH:23]=[CH:22][C:18]=3[C:19]([OH:21])=[O:20])=[O:26])=[CH:11][C:10]=2[C:9]2[C:4]1=[CH:5][CH:6]=[CH:7][CH:8]=2)[CH3:2] |f:2.3.4.5|. Reported procedure: To a mixture of 8.14 g (0.05 mole) of N-ethylcarbazole and 3.7 g (0.025 mole) of phthalic anhydride in 112 g of chlorobenzene, 6.65 g (0.05 mole) of aluminum chloride was added in small increments at ambient temperature after which the mixture was warmed in the range of 50°-70° C. for two hours. The reaction mixture was poured onto ice and rendered acidic by the addition of 10 percent hyrochloric acid. The chlorobenzene layer was separated and steam-distilled to remove the chlorobenzene. The res... The reactants are C1(=CC=CC=C1)N1C(N=NC1=O)=O.[Si](C)(C)(C(C)(C)C)O[C@H]1C[C@@H](CC2=CC=C3[C@@H]4CC[C@@H]([C@@]4(C)CC[C@@H]3[C@@]12C)COCCC(=O)N(C)C)O[Si](C)(C)C(C)(C)C (1α,3β-bis(tert-butyldimethylsilyloxy)-17β-(N,N-dimethylaminocarbonylethoxymethyl)androsta-5,7-diene 4-phenyl-1,2,4-triazoline-3,5-dione), O1CCCC1 (tetrahydrofuran), CC(C)([O-])C.[K+] (potassium t-butoxide). The solvent is [Cl-].[Na+].O (brine). Yields the product C1(=CC=CC=C1)N1C(N=NC1=O)=O.[Si](C)(C)(C(C)(C)C)O[C@H]1C[C@@H](CC2=CC=C3[C@@H]4CC[C@@H]([C@@]4(C)CC[C@@H]3[C@@]12C)CO)O[Si](C)(C)C(C)(C)C (1α,3β-bis(tert-butyldimethylsilyloxy)-17β-(hydroxymethyl)androsta-5,7-diene 4-phenyl-1,2,4-triazoline-3,5-dione). Yield: 80.1%. Reaction SMILES: [C:1]1([N:7]2[C:11](=[O:12])[N:10]=[N:9][C:8]2=[O:13])[CH:6]=[CH:5][CH:4]=[CH:3][CH:2]=1.[Si:14]([O:21][C@@H:22]1[C@@:39]2([CH3:40])[C:26](=[CH:27][CH:28]=[C:29]3[C@@H:38]2[CH2:37][CH2:36][C@@:34]2([CH3:35])[C@H:30]3[CH2:31][CH2:32][C@@H:33]2[CH2:41][O:42]CCC(N(C)C)=O)[CH2:25][C@@H:24]([O:50][Si:51]([C:54]([CH3:57])([CH3:56])[CH3:55])([CH3:53])[CH3:52])[CH2:23]1)([C:17]([CH3:20])([CH3:19])[CH3:18])([CH3:16])[CH3:15].O1CCCC1.CC(C)([O-])C.[K+]>[Cl-].[Na+].O>[C:1]1([N:7]2[C:8](=[O:13])[N:9]=[N:10][C:11]2=[O:12])[CH:2]=[CH:3][CH:4]=[CH:5][CH:6]=1.[Si:14]([O:21][C@@H:22]1[C@@:39]2([CH3:40])[C:26](=[CH:27][CH:28]=[C:29]3[C@@H:38]2[CH2:37][CH2:36][C@@:34]2([CH3:35])[C@H:30]3[CH2:31][CH2:32][C@@H:33]2[CH2:41][OH:42])[CH2:25][C@@H:24]([O:50][Si:51]([C:54]([CH3:57])([CH3:56])[CH3:55])([CH3:52])[CH3:53])[CH2:23]1)([C:17]([CH3:20])([CH3:19])[CH3:18])([CH3:16])[CH3:15] |f:0.1,3.4,5.6.7,8.9|. Procedure details: To 1α,3β-bis(tert-butyldimethylsilyloxy)-17β-(N,N-dimethylaminocarbonylethoxymethyl)androsta-5,7-diene 4-phenyl-1,2,4-triazoline-3,5-dione adduct (9 g), were added tetrahydrofuran (90 ml) and then potassium t-butoxide (10.5 g), followed by reaction at room temperature for 10 min. After stopping the reaction by adding saturated brine, the reaction mixture was extracted with ethyl acetate. The organic layer was dried over anhydrous magnesium sulfate, evaporated under reduced pressure to remove the... Reactants: FC(S(=O)(=O)OC=1C(=CC(=C2C=CC=NC12)Cl)C(=O)N(C)OC)(F)F (5-chloro-7-{[methoxy(methyl)amino]carbonyl}quinolin-8-yl trifluoromethanesulfonate), N1C[C@H](CC1)NC(C)=O (N-[(3S)-pyrrolidin-3-yl]acetamide), C([O-])([O-])=O.[Cs+].[Cs+] (cesium carbonate). Reagents/catalysts: C(C)(=O)[O-].[Pd+2].C(C)(=O)[O-] (palladium acetate), C1(=CC=CC=C1)P(C1=C(C2=CC=CC=C2C=C1)C1=C(C=CC2=CC=CC=C12)P(C1=CC=CC=C1)C1=CC=CC=C1)C1=CC=CC=C1 (2,2′-bis(diphenylphosphino)-1,1′-binaphthyl). Solvent: O1CCCC1 (tetrahydrofuran), ClCCl (dichloromethane). Reaction conditions: temperature 65 celsius. The product is C(C)(=O)N[C@@H]1CN(CC1)C=1C(=CC(=C2C=CC=NC12)Cl)C(=O)N(C)OC (8-[(3S)-3-(acetylamino)pyrrolidin-1-yl]-5-chloro-N-methoxy-N-methylquinoline-7-carboxamide). The yield is 66.1%. RXN SMILES: FC(F)(F)S(O[C:7]1[C:8]([C:18]([N:20]([O:22][CH3:23])[CH3:21])=[O:19])=[CH:9][C:10]([Cl:17])=[C:11]2[C:16]=1[N:15]=[CH:14][CH:13]=[CH:12]2)(=O)=O.[NH:26]1[CH2:30][CH2:29][C@H:28]([NH:31][C:32](=[O:34])[CH3:33])[CH2:27]1.C(=O)([O-])[O-].[Cs+].[Cs+]>O1CCCC1.ClCCl.C([O-])(=O)C.[Pd+2].C([O-])(=O)C.C1(P(C2C=CC=CC=2)C2C=CC3C(=CC=CC=3)C=2C2C3C(=CC=CC=3)C=CC=2P(C2C=CC=CC=2)C2C=CC=CC=2)C=CC=CC=1>[C:32]([NH:31][C@H:28]1[CH2:29][CH2:30][N:26]([C:7]2[C:8]([C:18]([N:20]([O:22][CH3:23])[CH3:21])=[O:19])=[CH:9][C:10]([Cl:17])=[C:11]3[C:16]=2[N:15]=[CH:14][CH:13]=[CH:12]3)[CH2:27]1)(=[O:34])[CH3:33] |f:2.3.4,7.8.9|. Procedure details: A stirred mixture of 5-chloro-7-{[methoxy(methyl)amino]carbonyl}quinolin-8-yl trifluoromethanesulfonate (0.120 g, 0.301 mmol), N-[(3S)-pyrrolidin-3-yl]acetamide (0.0464 g, 0.362 mmol, Lancaster), palladium acetate (1 mg, 0.006 mmol), 2,2′-bis(diphenylphosphino)-1,1′-binaphthyl (6 mg, 0.009 mmol), and cesium carbonate (0.274 g, 0.843 mmol) in tetrahydrofuran (3 mL) was heated at 65° C. overnight. The mixture was cooled, diluted with dichloromethane, and filtered. The filtrate was washed with brin... Reactants: ClCC1CN(C=2C=C(C3=C(C12)C=CC=C3)[N+](=O)[O-])C(=O)C=3NC1=CC(=C(C=C1C3)OC)OCCN(C)C (1-(chloromethyl)-3-[[6-[2-(dimethylamino)ethoxy]-5-methoxyindol-2-yl]carbonyl]-5-nitro-1,2-dihydro-3H-benz[e]indole). Reagents/catalysts: O=[Pt]=O (PtO2). The solvent is C1CCOC1 (THF). The product is NC=1C2=C(C=3C(CN(C3C1)C(=O)C=1NC3=CC(=C(C=C3C1)OC)OCCN(C)C)CCl)C=CC=C2 (5-amino-1-(chloromethyl)-3-[[6-[2-(dimethylamino)ethoxy]-5-methoxyindol-2-yl]carbonyl]-1,2-dihydro-3H-benz[e]indole). As a reaction SMILES: [Cl:1][CH2:2][CH:3]1[C:11]2[C:10]3[CH:12]=[CH:13][CH:14]=[CH:15][C:9]=3[C:8]([N+:16]([O-])=O)=[CH:7][C:6]=2[N:5]([C:19]([C:21]2[NH:22][C:23]3[C:28]([CH:29]=2)=[CH:27][C:26]([O:30][CH3:31])=[C:25]([O:32][CH2:33][CH2:34][N:35]([CH3:37])[CH3:36])[CH:24]=3)=[O:20])[CH2:4]1>C1COCC1.O=[Pt]=O>[NH2:16][C:8]1[C:9]2[CH:15]=[CH:14][CH:13]=[CH:12][C:10]=2[C:11]2[CH:3]([CH2:2][Cl:1])[CH2:4][N:5]([C:19]([C:21]3[NH:22][C:23]4[C:28]([CH:29]=3)=[CH:27][C:26]([O:30][CH3:31])=[C:25]([O:32][CH2:33][CH2:34][N:35]([CH3:37])[CH3:36])[CH:24]=4)=[O:20])[C:6]=2[CH:7]=1. Reported procedure: A solution of 14f (130 mg, 0.25 mmol) in THF (20 mL) was hydrogenated over PtO2 (30 mg) at 55 psi for 2 h. The catalyst was removed and the solution was concentrated under reduced pressure below 30° C. The residue was dissolved in a small volume of CH2Cl2, the solution was diluted with petroleum ether to precipitate impurities which were removed by filtration, and then further addition of petroleum ether precipitated 15f (87 mg, 71%), mp 130-133° C. 1H NMR [(CD3)2SO] δ 11.38 (d, J=1.6 Hz, 1 H, N...